From a dataset of the Open Reaction Database (ORD), a public repository of structured organic reaction records. describe an organic reaction: reactants, conditions, products, and yield The reactants are S(=O)(=O)(C1=CC=C(C)C=C1)Cl (tosyl chloride), COC([C@@H](NC([C@H]1N(CCC1)C([C@@H](NC([C@@H](NC([C@@H](NC([C@@H](NC([C@@H](N([N+](=O)[O-])C(CN(C)C(=O)OC(C)(C)C)=O)CCCNC(N)=N)=O)C(C)C)=O)CC1=CC=C(C=C1)O)=O)[C@@H](C)CC)=O)CC1=CNC=N1)=O)=O)CO)=O (t-butoxycarbonylsarcosylnitroarginylvalyltyrosylisoleucylhistidylprolylserine methyl ester), S(=O)(=O)(C1=CC=C(C)C=C1)Cl (tosyl chloride). Solvent: C(C)N(CC)CC (triethylamine), N1=CC=CC=C1 (pyridine). Reaction conditions: time 2 hour. Yields the product COC(C(NC([C@H]1N(CCC1)C([C@@H](NC([C@@H](NC([C@@H](NC([C@@H](NC([C@@H](N([N+](=O)[O-])C(CN(C)C(=O)OC(C)(C)C)=O)CCCNC(N)=N)=O)C(C)C)=O)CC1=CC=C(C=C1)O)=O)[C@@H](C)CC)=O)CC1=CNC=N1)=O)=O)=C)=O (t-butoxycarbonylsarcosylnitroarginylvalyltyrosylisoleucylhistidylprolyldehydroalanine methyl ester). As a reaction SMILES: [CH3:1][O:2][C:3](=[O:78])[C@H:4]([CH2:76]O)[NH:5][C:6](=[O:75])[C@@H:7]1[CH2:11][CH2:10][CH2:9][N:8]1[C:12](=[O:74])[C@H:13]([CH2:68][C:69]1[N:73]=[CH:72][NH:71][CH:70]=1)[NH:14][C:15](=[O:67])[C@H:16]([C@H:63]([CH2:65][CH3:66])[CH3:64])[NH:17][C:18](=[O:62])[C@H:19]([CH2:54][C:55]1[CH:60]=[CH:59][C:58]([OH:61])=[CH:57][CH:56]=1)[NH:20][C:21](=[O:53])[C@H:22]([CH:50]([CH3:52])[CH3:51])[NH:23][C:24](=[O:49])[C@H:25]([CH2:42][CH2:43][CH2:44][NH:45][C:46](=[NH:48])[NH2:47])[N:26]([C:30](=[O:41])[CH2:31][N:32]([C:34]([O:36][C:37]([CH3:40])([CH3:39])[CH3:38])=[O:35])[CH3:33])[N+:27]([O-:29])=[O:28].S(Cl)(C1C=CC(C)=CC=1)(=O)=O>N1C=CC=CC=1.C(N(CC)CC)C>[CH3:1][O:2][C:3](=[O:78])[C:4](=[CH2:76])[NH:5][C:6](=[O:75])[C@@H:7]1[CH2:11][CH2:10][CH2:9][N:8]1[C:12](=[O:74])[C@H:13]([CH2:68][C:69]1[N:73]=[CH:72][NH:71][CH:70]=1)[NH:14][C:15](=[O:67])[C@H:16]([C@H:63]([CH2:65][CH3:66])[CH3:64])[NH:17][C:18](=[O:62])[C@H:19]([CH2:54][C:55]1[CH:56]=[CH:57][C:58]([OH:61])=[CH:59][CH:60]=1)[NH:20][C:21](=[O:53])[C@H:22]([CH:50]([CH3:51])[CH3:52])[NH:23][C:24](=[O:49])[C@H:25]([CH2:42][CH2:43][CH2:44][NH:45][C:46](=[NH:47])[NH2:48])[N:26]([C:30](=[O:41])[CH2:31][N:32]([C:34]([O:36][C:37]([CH3:40])([CH3:39])[CH3:38])=[O:35])[CH3:33])[N+:27]([O-:29])=[O:28]. Procedure details: 3.0 g of t-butoxycarbonylsarcosylnitroarginylvalyltyrosylisoleucylhistidylprolylserine methyl ester is dissolved in 20 ml of pyridine and 10 ml of triethylamine. The solution is cooled in an ice bath. 0.51 g of tosyl chloride is added to the solution. At ten minute intervals, three additional 0.51 g batches of tosyl chloride are added. After standing for two hours, the reaction mixture is filtered. 200 ml of methylene chloride is added to the reaction. The solution is extracted three times with ... Reaction SMILES: [CH2:1]([CH2:2][CH3:3])[NH:4][c:5]1[c:6](-[c:14]2[o:15][c:16]3[c:17]([n:18]2)[cH:19][c:20](-[c:23]2[o:24][c:25]4[c:26]([cH:27]2)[cH:28][cH:29][cH:30][cH:31]4)[cH:21][cH:22]3)[cH:7][c:8]([N+:11]([O-:12])=[O:13])[cH:9][cH:10]1.[Zn:32]>>[CH2:1]([CH2:2][CH3:3])[NH:4][c:5]1[c:6](-[c:14]2[o:15][c:16]3[c:17]([n:18]2)[cH:19][c:20](-[c:23]2[o:24][c:25]4[c:26]([cH:27]2)[cH:28][cH:29][cH:30][cH:31]4)[cH:21][cH:22]3)[cH:7][c:8]([NH2:11])[cH:9][cH:10]1. The product is CCCNc1ccc(N)cc1-c1nc2cc(-c3cc4ccccc4o3)ccc2o1. Reactants: CCCNc1ccc([N+](=O)[O-])cc1-c1nc2cc(-c3cc4ccccc4o3)ccc2o1, [Zn]. The reactants are N(=[N+]=[N-])CCCCC(=O)OC (Methyl 5-azidovalerate), [OH-].[K+] (KOH). The solvent is O (water), CO (MeOH). Reaction conditions: temperature 0 celsius, time 2 hour. Product: N(=[N+]=[N-])CCCCC(=O)O (5-azidovaleric acid). Isolated yield 78.1%. As a reaction SMILES: [N:1]([CH2:4][CH2:5][CH2:6][CH2:7][C:8]([O:10]C)=[O:9])=[N+:2]=[N-:3].[OH-].[K+]>O.CO>[N:1]([CH2:4][CH2:5][CH2:6][CH2:7][C:8]([OH:10])=[O:9])=[N+:2]=[N-:3] |f:1.2|. Procedure: Methyl 5-azidovalerate (4.01 g, 25.5 mmol) and KOH (7.58 g, 0.135 mol) were dissolved in a mixture of 70 ml of water and 90 ml of MeOH. The solution was stirred at 0° C. After 2 hrs, the MeOH was removed in vacuo. The aqueous layer was extracted by CHCl3 (50 ml), acidified to pH=1 by 2N aqueous HCl and extracted by Et2O (2×100 ml). The organic layers were combined, washed with water (100 ml) and dried over Na2SO4. After filtration and evaporation of solvent, 5-azidovaleric acid (2.85 g, 77.6%) w... The reactants are OC1=C(C2=C(C(CCO2)=O)C=C1)CCC (2,3-dihydro-7-hydroxy-8-propyl-4H-1-benzopyran-4-one), C(C)OC(CCC1=C(C=CC(=C1)C(=O)C1=CC(=CC=C1)C(=O)OCC)\C=C\CCCCBr)=O ((E)-2-(6-bromo-1-hexenyl)-5-[[3-(ethoxycarbonyl)phenyl]carbonyl]benzenepropanoic acid ethyl ester). Product: C(=O)(O)C=1C=C(C=CC1)C(=O)C=1C=CC(=C(C1)CCC(=O)O)\C=C\CCCCOC1=C(C2=C(C(CCO2)=O)C=C1)CCC ((E)-5-[(3-Carboxyphenyl)carbonyl]-2-[6-[(3,4-dihydro-4-oxo-8-propyl-2H-1-benzopyran-7-yl)oxy]-1-hexenyl]benzenepropanoic Acid). RXN SMILES: [OH:1][C:2]1[CH:12]=[CH:11][C:5]2[C:6](=[O:10])[CH2:7][CH2:8][O:9][C:4]=2[C:3]=1[CH2:13][CH2:14][CH3:15].C([O:18][C:19](=[O:48])[CH2:20][CH2:21][C:22]1[CH:27]=[C:26]([C:28]([C:30]2[CH:35]=[CH:34][CH:33]=[C:32]([C:36]([O:38]CC)=[O:37])[CH:31]=2)=[O:29])[CH:25]=[CH:24][C:23]=1/[CH:41]=[CH:42]/[CH2:43][CH2:44][CH2:45][CH2:46]Br)C>>[C:36]([C:32]1[CH:31]=[C:30]([C:28]([C:26]2[CH:25]=[CH:24][C:23](/[CH:41]=[CH:42]/[CH2:43][CH2:44][CH2:45][CH2:46][O:1][C:2]3[CH:12]=[CH:11][C:5]4[C:6](=[O:10])[CH2:7][CH2:8][O:9][C:4]=4[C:3]=3[CH2:13][CH2:14][CH3:15])=[C:22]([CH2:21][CH2:20][C:19]([OH:48])=[O:18])[CH:27]=2)=[O:29])[CH:35]=[CH:34][CH:33]=1)([OH:38])=[O:37]. Procedure: Starting with 0.242 g (1.17 mmol) of 2,3-dihydro-7-hydroxy-8-propyl-4H-1-benzopyran-4-one and 0.604 g (1.17 mmol) of (E)-2-(6-bromo-1-hexenyl)-5-[[3-(ethoxycarbonyl)phenyl]carbonyl]benzenepropanoic acid ethyl ester, the title compound was obtained (97 mg; 15.8% overall yield) as a white solid, mp 105°-109° C. (recrystallized from hexane-ethyl acetate), using the procedure of example 22. Run in C1CCOC1 (THF). The yield is 69.7%. The reactants are C(C1=CC=CC=C1)N1C2=CC=CC=C2C=2C(=C(C=CC12)Cl)OCC#N ([(9-benzyl-3-chloro-9H-carbazol-4-yl)oxy]acetonitrile), CO (MeOH). RXN SMILES: [CH2:1]([N:8]1[C:20]2[CH:19]=[CH:18][C:17]([Cl:21])=[C:16]([O:22][CH2:23][C:24]#[N:25])[C:15]=2[C:14]2[C:9]1=[CH:10][CH:11]=[CH:12][CH:13]=2)[C:2]1[CH:7]=[CH:6][CH:5]=[CH:4][CH:3]=1.CO>C1COCC1>[CH2:1]([N:8]1[C:20]2[CH:19]=[CH:18][C:17]([Cl:21])=[C:16]([O:22][CH2:23][CH2:24][NH2:25])[C:15]=2[C:14]2[C:9]1=[CH:10][CH:11]=[CH:12][CH:13]=2)[C:2]1[CH:7]=[CH:6][CH:5]=[CH:4][CH:3]=1. Reaction conditions: temperature 80 celsius, time 2.5 hour. Procedure details: To [(9-benzyl-3-chloro-9H-carbazol-4-yl)oxy]acetonitrile (0.292 g, 0.842 mmol) in THF (6 mL) is added borane-methyl sulfide complex (0.24 mL, 2.53 mmol). The mixture is stirred at 80° C. for 2.5 h and then allowed to cool. MeOH is carefully added to the residue until gas evolution ceased and then the mixture is concentrated under vacuum. MeOH addition/removal is repeated two more times and then MeOH-dichloromethane (about 2 mL each) is added, followed by several drops of conc. HCl. The mixture i... Product: C(C1=CC=CC=C1)N1C2=CC=CC=C2C=2C(=C(C=CC12)Cl)OCCN (2-[(9-benzyl-3-chloro-9H-carbazol-4-yl)oxy]ethylamine). Yields the product C1OC23[C@]4(C)[C@@H](CC2(OCCO3)OC1)[C@@H]1CC=C3CCCC[C@@H]3[C@H]1[C@H](C4)C4=CC=C(C=C4)O (17,17-bis-(ethylenedioxy)-11β-(4-hydroxyphenyl)-5-estrene). Procedure: 17,17-bis-(ethylenedioxy)-11β-(4-methoxyphenyl)-5-estrene is dissolved in 100 ml of absolute dimethylformamide, mixed with 5.6 g of sodium methanethiolate and the reaction mixture is refluxed for 3 hours. After cooling, it is poured on water and the aqueous phase is extracted with ethyl acetate. The combined organic phases are washed several times with saturated sodium chloride solution, dried on sodium sulfate and concentrated by evaporation in a vacuum. The residue is chromatographed on silica... Run in CN(C=O)C (dimethylformamide). RXN SMILES: [CH2:1]1[CH2:14][O:13][C:8]23[O:9][CH2:10][CH2:11][O:12][C:3]2([C@:4]2([CH2:26][C@H:25]([C:27]4[CH:32]=[CH:31][C:30]([O:33]C)=[CH:29][CH:28]=4)[C@H:24]4[C@@H:15]([CH2:16][CH:17]=[C:18]5[C@@H:23]4[CH2:22][CH2:21][CH2:20][CH2:19]5)[C@@H:6]2[CH2:7]3)[CH3:5])[O:2]1.C[S-].[Na+]>CN(C)C=O>[CH2:11]1[CH2:10][O:9][C:8]23[O:13][CH2:14][CH2:1][O:2][C:3]2([C@:4]2([CH2:26][C@H:25]([C:27]4[CH:32]=[CH:31][C:30]([OH:33])=[CH:29][CH:28]=4)[C@H:24]4[C@@H:15]([CH2:16][CH:17]=[C:18]5[C@@H:23]4[CH2:22][CH2:21][CH2:20][CH2:19]5)[C@@H:6]2[CH2:7]3)[CH3:5])[O:12]1 |f:1.2|. Starting materials: C1OC23[C@]4(C)[C@@H](CC2(OCCO3)OC1)[C@@H]1CC=C3CCCC[C@@H]3[C@H]1[C@H](C4)C4=CC=C(C=C4)OC (17,17-bis-(ethylenedioxy)-11β-(4-methoxyphenyl)-5-estrene), C[S-].[Na+] (sodium methanethiolate). The reactants are CNc1cc(N2CCC(C(F)(F)F)CC2)c(C#N)cc1[N+](=O)[O-], CCOC(C)=O, CCO. The product is CNc1cc(N2CCC(C(F)(F)F)CC2)c(C#N)cc1N. As a reaction SMILES: [CH3:1][NH:2][c:3]1[cH:4][c:5]([N:14]2[CH2:15][CH2:16][CH:17]([C:20]([F:21])([F:22])[F:23])[CH2:18][CH2:19]2)[c:6]([C:7]#[N:8])[cH:9][c:10]1[N+:11]([O-:12])=[O:13].[CH3:24][CH2:25][O:26][C:27]([CH3:28])=[O:29].[CH3:30][CH2:31][OH:32]>>[CH3:1][NH:2][c:3]1[cH:4][c:5]([N:14]2[CH2:15][CH2:16][CH:17]([C:20]([F:21])([F:22])[F:23])[CH2:18][CH2:19]2)[c:6]([C:7]#[N:8])[cH:9][c:10]1[NH2:11].